Dataset: the Open Reaction Database (ORD), a public repository of structured organic reaction records. Task: describe an organic reaction: reactants, conditions, products, and yield Starting materials: C([O-])([O-])=O.[Na+].[Na+] (sodium carbonate), BrC1=CC(=CN1S(=O)(=O)C=1C=NC=CC1)CN(C(OC(C)(C)C)=O)C (tert-butyl {[5-bromo-1-(pyridin-3-ylsulfonyl)-1H-pyrrol-3-yl]methyl}methylcarbamate), C(#N)C=1C=C(C=CC1)B(O)O ((3-cyanophenyl)boronic acid). Reagents/catalysts: C=1C=CC(=CC1)[P](C=2C=CC=CC2)(C=3C=CC=CC3)[Pd]([P](C=4C=CC=CC4)(C=5C=CC=CC5)C=6C=CC=CC6)([P](C=7C=CC=CC7)(C=8C=CC=CC8)C=9C=CC=CC9)[P](C=1C=CC=CC1)(C=1C=CC=CC1)C=1C=CC=CC1 (tetrakis(triphenylphosphine)palladium). Yields the product C(#N)C=1C=C(C=CC1)C1=CC(=CN1S(=O)(=O)C=1C=NC=CC1)CN(C(OC(C)(C)C)=O)C (tert-Butyl {[5-(3-cyanophenyl)-1-(pyridin-3-ylsulfonyl)-1H-pyrrol-3-yl]methyl}methylcarbamate), oil. The yield is 94.0%. As a reaction SMILES: Br[C:2]1[N:6]([S:7]([C:10]2[CH:11]=[N:12][CH:13]=[CH:14][CH:15]=2)(=[O:9])=[O:8])[CH:5]=[C:4]([CH2:16][N:17]([CH3:25])[C:18](=[O:24])[O:19][C:20]([CH3:23])([CH3:22])[CH3:21])[CH:3]=1.[C:26]([C:28]1[CH:29]=[C:30](B(O)O)[CH:31]=[CH:32][CH:33]=1)#[N:27].C(=O)([O-])[O-].[Na+].[Na+]>C1C=CC([P]([Pd]([P](C2C=CC=CC=2)(C2C=CC=CC=2)C2C=CC=CC=2)([P](C2C=CC=CC=2)(C2C=CC=CC=2)C2C=CC=CC=2)[P](C2C=CC=CC=2)(C2C=CC=CC=2)C2C=CC=CC=2)(C2C=CC=CC=2)C2C=CC=CC=2)=CC=1>[C:26]([C:28]1[CH:33]=[C:32]([C:2]2[N:6]([S:7]([C:10]3[CH:11]=[N:12][CH:13]=[CH:14][CH:15]=3)(=[O:9])=[O:8])[CH:5]=[C:4]([CH2:16][N:17]([CH3:25])[C:18](=[O:24])[O:19][C:20]([CH3:23])([CH3:22])[CH3:21])[CH:3]=2)[CH:31]=[CH:30][CH:29]=1)#[N:27] |f:2.3.4,^1:46,48,67,86|. Reported procedure: By a similar operation as in Reference Example 301 and using tert-butyl {[5-bromo-1-(pyridin-3-ylsulfonyl)-1H-pyrrol-3-yl]methyl}methylcarbamate (300 mg), (3-cyanophenyl)boronic acid (205 mg), tetrakis(triphenylphosphine)palladium (40 mg) and sodium carbonate (222 mg), the title compound was obtained as a pale-yellow oil (yield 298 mg, 94%).